describe an organic reaction: reactants, conditions, products, and yield From a dataset of the Open Reaction Database (ORD), a public repository of structured organic reaction records. Reaction SMILES: [CH3:19][CH:20]1[NH:21][CH2:22][CH2:23][CH2:24]1.[CH3:25][C:26]#[N:27].[Cl:1][CH2:2][CH2:3][CH2:4][O:5][c:6]1[cH:7][cH:8][c:9]([CH:12]2[CH2:13][CH2:14][CH:15]([OH:18])[CH2:16][CH2:17]2)[cH:10][cH:11]1>>[CH2:2]([CH2:3][CH2:4][O:5][c:6]1[cH:7][cH:8][c:9]([CH:12]2[CH2:13][CH2:14][CH:15]([OH:18])[CH2:16][CH2:17]2)[cH:10][cH:11]1)[N:21]1[CH:20]([CH3:19])[CH2:24][CH2:23][CH2:22]1. The product is CC1CCCN1CCCOc1ccc(C2CCC(O)CC2)cc1. Starting materials: CC1CCCN1, CC#N, OC1CCC(c2ccc(OCCCCl)cc2)CC1.